From a dataset of the Open Reaction Database (ORD), a public repository of structured organic reaction records. describe an organic reaction: reactants, conditions, products, and yield Starting materials: C(CCC)[Sn](Cl)(CCCC)CCCC (tributylchlorostannane), NaCl ice, C(C)(C)[Mg]Cl (isopropylmagnesium chloride), C(C)(C)(C)[Si](OC=1C=C2C(=NN(C2=CC1)C)I)(C)C (5-(tert-butyl-dimethyl-silanyloxy)-3-iodo-1-methyl-1H-indazole). Solvent: C1CCOC1 (THF). Reaction conditions: temperature -16 celsius, time 20 minute. Yields the product C(C)(C)(C)[Si](OC=1C=C2C(=NN(C2=CC1)C)[Sn](CCCC)(CCCC)CCCC)(C)C (5-(tert-butyl-dimethyl-silanyloxy)-1-methyl-3-tributylstannanyl-1H-indazole). As a reaction SMILES: [C:1]([Si:5]([CH3:19])([CH3:18])[O:6][C:7]1[CH:8]=[C:9]2[C:13](=[CH:14][CH:15]=1)[N:12]([CH3:16])[N:11]=[C:10]2I)([CH3:4])([CH3:3])[CH3:2].C([Mg]Cl)(C)C.[CH2:25]([Sn:29]([CH2:35][CH2:36][CH2:37][CH3:38])([CH2:31][CH2:32][CH2:33][CH3:34])Cl)[CH2:26][CH2:27][CH3:28]>C1COCC1>[C:1]([Si:5]([CH3:19])([CH3:18])[O:6][C:7]1[CH:8]=[C:9]2[C:13](=[CH:14][CH:15]=1)[N:12]([CH3:16])[N:11]=[C:10]2[Sn:29]([CH2:31][CH2:32][CH2:33][CH3:34])([CH2:35][CH2:36][CH2:37][CH3:38])[CH2:25][CH2:26][CH2:27][CH3:28])([CH3:4])([CH3:3])[CH3:2]. Procedure details: In a round-bottomed flask, 5-(tert-butyl-dimethyl-silanyloxy)-3-iodo-1-methyl-1H-indazole (140 mg, 0.36 mmol) was dissolved in THF (2 ml). The solution was cooled to −16° C. (NaCl/ice bath) and isopropylmagnesium chloride (2.0 M in THF, 0.22 ml, 0.44 mmol) was added dropwise. The reaction mixture was stirred at −16° C. for 20 min then tributylchlorostannane (0.11 ml, 0.41 mmol) was slowly added. The reaction mixture was allowed to warm to room temperature over 1.5 h then quenched with saturated ... The reactants are CN1CCC(CC1)OC=1C=C(C#N)C=CN1 (2-[(1-Methylpiperidin-4-yl)oxy]isonicotinonitrile). Reagents/catalysts: [Ni] (Raney Nickel). Solvent: N (ammonia). Product: CN1CCC(CC1)OC1=NC=CC(=C1)CN (1-{2-[(1-Methylpiperidin-4-yl)oxy]pyridin-4-yl}methanamine). Yield: 95.0%. As a reaction SMILES: [CH3:1][N:2]1[CH2:7][CH2:6][CH:5]([O:8][C:9]2[CH:10]=[C:11]([CH:14]=[CH:15][N:16]=2)[C:12]#[N:13])[CH2:4][CH2:3]1>N.[Ni]>[CH3:1][N:2]1[CH2:3][CH2:4][CH:5]([O:8][C:9]2[CH:10]=[C:11]([CH2:12][NH2:13])[CH:14]=[CH:15][N:16]=2)[CH2:6][CH2:7]1. Reported procedure: 2-[(1-Methylpiperidin-4-yl)oxy]isonicotinonitrile (0.250 g, 1.51 mmol, from step a above) was dissolved in 10 mL of ammonia saturated MeOH and 0.200 g Raney Nickel was added. The mixture was hydrogenated at 5 atm overnight. The mixture was filtered and evaporated to give 0.242 g (95%) of crude product which was used in the following step. 1H NMR (300 MHz, CD3OD) δ 8.01 (d, 1H), 6.89 (d, 1H), 6.76 (bs, 1H), 5.00 (m, 1H), 3.77 (bs, 2H), 2.73 (m, 2H), 2.37 (m, 2H), 2.30 (s, 3H), 2.03 (m, 2H), 1.81 ... The reactants are CC(=O)OC1(C)C(COC(=O)c2ccccc2)OC(n2cnc3c(Cl)ncnc32)C1(C)F, CCO, NCc1ccc(F)cc1, O. Product: CC(=O)OC1(C)C(COC(=O)c2ccccc2)OC(n2cnc3c(NCc4ccc(F)cc4)ncnc32)C1(C)F. As a reaction SMILES: [C:1]([c:2]1[cH:3][cH:4][cH:5][cH:6][cH:7]1)(=[O:8])[O:9][CH2:10][CH:11]1[O:12][CH:13]([n:23]2[c:24]3[n:25][cH:26][n:27][c:28]([Cl:32])[c:29]3[n:30][cH:31]2)[C:14]([CH3:21])([F:22])[C:15]1([CH3:16])[O:17][C:18]([CH3:19])=[O:20].[CH3:43][CH2:44][OH:45].[F:33][c:34]1[cH:35][cH:36][c:37]([CH2:38][NH2:39])[cH:40][cH:41]1.[OH2:42]>>[C:1]([c:2]1[cH:3][cH:4][cH:5][cH:6][cH:7]1)(=[O:8])[O:9][CH2:10][CH:11]1[O:12][CH:13]([n:23]2[c:24]3[n:25][cH:26][n:27][c:28]([NH:39][CH2:38][c:37]4[cH:36][cH:35][c:34]([F:33])[cH:41][cH:40]4)[c:29]3[n:30][cH:31]2)[C:14]([CH3:21])([F:22])[C:15]1([CH3:16])[O:17][C:18]([CH3:19])=[O:20]. The reactants are CCOC(=O)C1(C#N)CCCCC1, CCO, [H][H]. Product: CCOC(=O)C1(CN)CCCCC1. As a reaction SMILES: [CH2:1]([CH3:2])[O:3][C:4](=[O:5])[C:6]1([C:12]#[N:13])[CH2:7][CH2:8][CH2:9][CH2:10][CH2:11]1.[CH3:16][CH2:17][OH:18].[H:14][H:15]>>[CH2:1]([CH3:2])[O:3][C:4](=[O:5])[C:6]1([CH2:12][NH2:13])[CH2:7][CH2:8][CH2:9][CH2:10][CH2:11]1. The reactants are CO[C@@H]1CNCC[C@@H]1NC(OCC1=CC=CC=C1)=O (benzyl cis(±)-[3-methoxypiperidin-4-yl]carbamate), C([O-])([O-])=O.[Cs+].[Cs+] (cesium carbonate), BrC=1C=C(C(=O)OC)C=CC1F (methyl 3-bromo-4-fluorobenzoate), C=1C=CC(=CC1)P(C=2C=CC=CC2)C3=CC=C4C=CC=CC4=C3C5=C6C=CC=CC6=CC=C5P(C=7C=CC=CC7)C=8C=CC=CC8 (BINAP). The reagents and catalysts are C(C)(=O)[O-].[Pd+2].C(C)(=O)[O-] (palladium acetate). Product: C(C1=CC=CC=C1)OC(=O)N[C@@H]1[C@@H](CN(CC1)C=1C=C(C(=O)OC)C=CC1F)OC (Methyl cis(±)-3-(4-{[(benzyloxy)carbonyl]amino}-3-methoxypiperidin-1-yl)-4-fluorobenzoate). Isolated yield 61.5%. As a reaction SMILES: [CH3:1][O:2][C@H:3]1[C@@H:8]([NH:9][C:10](=[O:19])[O:11][CH2:12][C:13]2[CH:18]=[CH:17][CH:16]=[CH:15][CH:14]=2)[CH2:7][CH2:6][NH:5][CH2:4]1.Br[C:21]1[CH:22]=[C:23]([CH:28]=[CH:29][C:30]=1[F:31])[C:24]([O:26][CH3:27])=[O:25].C1C=CC(P(C2C(C3C(P(C4C=CC=CC=4)C4C=CC=CC=4)=CC=C4C=3C=CC=C4)=C3C(C=CC=C3)=CC=2)C2C=CC=CC=2)=CC=1.C(=O)([O-])[O-].[Cs+].[Cs+]>C([O-])(=O)C.[Pd+2].C([O-])(=O)C>[CH2:12]([O:11][C:10]([NH:9][C@H:8]1[CH2:7][CH2:6][N:5]([C:21]2[CH:22]=[C:23]([CH:28]=[CH:29][C:30]=2[F:31])[C:24]([O:26][CH3:27])=[O:25])[CH2:4][C@H:3]1[O:2][CH3:1])=[O:19])[C:13]1[CH:18]=[CH:17][CH:16]=[CH:15][CH:14]=1 |f:3.4.5,6.7.8|. Procedure: The same operation as in Example (42a) was performed using benzyl cis(±)-[3-methoxypiperidin-4-yl]carbamate obtained in Example (160a) (100 mg, 0.38 mmol), methyl 3-bromo-4-fluorobenzoate (264 mg, 1.13 mmol), palladium acetate (25.5 mg, 0.11 mmol), BINAP (141 mg, 0.23 mmol) and cesium carbonate (370 mg, 1.13 mmol), to obtain 97.4 mg of the title compound as a yellow oily substance. mass spectrum (ESI): m/z 417 (M+H)+.